Dataset: the Open Reaction Database (ORD), a public repository of structured organic reaction records. Task: describe an organic reaction: reactants, conditions, products, and yield Procedure details: The product of Example 47, and 1,2-diaminoethane were reacted by the procedure of Example 60 to afford the title compound 2-(2-amino-ethylamino)-4,8-bis-(2-chloro-phenyl)-8H-pyrido[2,3-d]pyrimidin-7-one. 1H-NMR (CDCl3) δ 2.59 (m, 2H), 3.11 (m, 2H), 5.91 (br s, 1H), 6.40 (d, 1H, J=9.6 Hz), 7.25-7.61 (m, 9H). LC MS (m/e)=426 (MH+). Yields the product NCCNC=1N=C(C2=C(N1)N(C(C=C2)=O)C2=C(C=CC=C2)Cl)C2=C(C=CC=C2)Cl (2-(2-amino-ethylamino)-4,8-bis-(2-chloro-phenyl)-8H-pyrido[2,3-d]pyrimidin-7-one). Reactants: ClC1=C(C=CC=C1)C=1C2=C(N=C(N1)S(=O)(=O)C)N(C(C=C2)=O)C2=C(C=CC=C2)Cl (4,8-bis-(2-chloro-phenyl)-2-methanesulfonyl-8H-pyrido[2,3-d]pyrimidin-7-one), NCCN (1,2-diaminoethane). Reaction SMILES: [Cl:1][C:2]1[CH:7]=[CH:6][CH:5]=[CH:4][C:3]=1[C:8]1[C:9]2[CH:21]=[CH:20][C:19](=[O:22])[N:18]([C:23]3[CH:28]=[CH:27][CH:26]=[CH:25][C:24]=3[Cl:29])[C:10]=2[N:11]=[C:12](S(C)(=O)=O)[N:13]=1.[NH2:30][CH2:31][CH2:32][NH2:33]>>[NH2:30][CH2:31][CH2:32][NH:33][C:12]1[N:13]=[C:8]([C:3]2[CH:4]=[CH:5][CH:6]=[CH:7][C:2]=2[Cl:1])[C:9]2[CH:21]=[CH:20][C:19](=[O:22])[N:18]([C:23]3[CH:28]=[CH:27][CH:26]=[CH:25][C:24]=3[Cl:29])[C:10]=2[N:11]=1. Solvent: CO (methanol). Reaction SMILES: [NH2:1][C:2]1[CH:3]=[C:4]([CH:15]=[CH:16][C:17]=1[O:18][CH3:19])[C:5]([NH:7][C:8]1[CH:13]=[CH:12][CH:11]=[C:10]([Cl:14])[CH:9]=1)=[O:6].[F:20][C:21]1[CH:26]=[CH:25][C:24]([N:27]=[C:28]=[S:29])=[CH:23][CH:22]=1>CO>[Cl:14][C:10]1[CH:9]=[C:8]([NH:7][C:5](=[O:6])[C:4]2[CH:15]=[CH:16][C:17]([O:18][CH3:19])=[C:2]([NH:1][C:28]([NH:27][C:24]3[CH:25]=[CH:26][C:21]([F:20])=[CH:22][CH:23]=3)=[S:29])[CH:3]=2)[CH:13]=[CH:12][CH:11]=1. Product: ClC=1C=C(C=CC1)NC(C1=CC(=C(C=C1)OC)NC(=S)NC1=CC=C(C=C1)F)=O (N-(3-Chlorophenyl)-3-[3-(4-fluorophenyl)-thioureido]-4-methoxy-benzamide). Procedure: Prepared according to the procedure described for Example 100 using 3-amino-N-(3-chlorophenyl)-4-methoxy-benzamide from Example 16 (0.5545 g, 2.01 mmol) and 4-fluorophenyl isothiocyanate (0.3073 g, 2.01 mmol), and omitting the trituration in methanol to afford the product (0.775 g); m.p. 184-185° C. Isolated yield 89.7%. The reactants are NC=1C=C(C(=O)NC2=CC(=CC=C2)Cl)C=CC1OC (3-Amino-4-methoxy-N-(3-chlorophenyl)-benzamide), FC1=CC=C(C=C1)N=C=S (4-fluorophenyl isothiocyanate). The reactants are OC1CCN(CC1)C(CNC=1C(N(N=CC1)C)=O)=O (4-[2-(4-Hydroxy-piperidin-1-yl)-2-oxo-ethylamino]-2-methyl-2H-pyridazin-3-one), [N+](=O)([O-])C1=C(C=CC=C1)O (2-nitro-phenol). Product: CN1N=CC=C(C1=O)NCC(=O)N1CCC(CC1)OC1=C(C=CC=C1)[N+](=O)[O-] (2-Methyl-4-{2-[4-(2-nitro-phenoxy)-piperidin-1-yl]-2-oxo-ethylamino}-2H-pyridazin-3-one). Isolated yield 24.0%. RXN SMILES: [OH:1][CH:2]1[CH2:7][CH2:6][N:5]([C:8](=[O:19])[CH2:9][NH:10][C:11]2[C:12](=[O:18])[N:13]([CH3:17])[N:14]=[CH:15][CH:16]=2)[CH2:4][CH2:3]1.[N+:20]([C:23]1[CH:28]=[CH:27][CH:26]=[CH:25][C:24]=1O)([O-:22])=[O:21]>>[CH3:17][N:13]1[C:12](=[O:18])[C:11]([NH:10][CH2:9][C:8]([N:5]2[CH2:4][CH2:3][CH:2]([O:1][C:24]3[CH:25]=[CH:26][CH:27]=[CH:28][C:23]=3[N+:20]([O-:22])=[O:21])[CH2:7][CH2:6]2)=[O:19])=[CH:16][CH:15]=[N:14]1. Procedure: Compound 15 is prepared from intermediate 5b and from 2-nitro-phenol following synthesis method 3 (yield: 24%). The solvent is O1CCOCC1 (dioxane). RXN SMILES: [C:1]([C:4]1[CH:5]=[N:6][CH:7]=[CH:8][CH:9]=1)(=[O:3])[CH3:2].NCC[C:13]1[N:17]=[CH:16][NH:15][CH:14]=1.C=O>O1CCOCC1>[NH:15]1[CH:14]=[CH:13][N:17]=[C:16]1[CH:5]([NH:6][CH2:7][CH2:2][C:1]([C:4]1[CH:5]=[N:6][CH:7]=[CH:8][CH:9]=1)=[O:3])[CH3:4]. Starting materials: C(C)(=O)C=1C=NC=CC1 (3-acetylpyridine), NCCC1=CNC=N1 (histamine), C=O (paraformaldehyde). Yields the product N1C(=NC=C1)C(C)NCCC(=O)C=1C=NC=CC1 (2-(1-imidazolylethyl)aminoethyl-3-pyridylketone). Reported procedure: 3-acetylpyridine (6.5 mg), histamine (6 mg), and paraformaldehyde (2 mg) were reacted in dioxane (0.1 ml) at 150° C. for 2 hours. The reactants are C([O-])([O-])=O.[K+].[K+] (potassium carbonate), C([O-])([O-])=O.[K+].[K+] (potassium carbonate), C(#N)NC=NC1C(CC2=C(C=CC=C12)Cl)(C)C (N-cyano-N'-(2,2-dimethyl-4-chloroindan-1-yl)formamidine), BrCC(=O)OC (methyl bromoacetate). Solvent: CN(C=O)C (dimethylformamide). Reaction conditions: time 18 hour. Yields the product COC(=O)C1=CN=CN1C1C(CC2=C(C=CC=C12)Cl)(C)C (1-(2,2-dimethyl-4-chloro-indan-1-yl)-5-imidazolecarboxylic acid methyl ester). Isolated yield 49.2%. RXN SMILES: C(=O)([O-])[O-].[K+].[K+].[C:7]([NH:9][CH:10]=[N:11][CH:12]1[C:20]2[C:15](=[C:16]([Cl:21])[CH:17]=[CH:18][CH:19]=2)[CH2:14][C:13]1([CH3:23])[CH3:22])#N.Br[CH2:25][C:26]([O:28][CH3:29])=[O:27]>CN(C)C=O>[CH3:29][O:28][C:26]([C:25]1[N:11]([CH:12]2[C:20]3[C:15](=[C:16]([Cl:21])[CH:17]=[CH:18][CH:19]=3)[CH2:14][C:13]2([CH3:23])[CH3:22])[CH:10]=[N:9][CH:7]=1)=[O:27] |f:0.1.2|. Reported procedure: 12.7 g of potassium carbonate are added to a solution of 21 g of N-cyano-N'-(2,2-dimethyl-4-chloroindan-1-yl)formamidine in 80 ml of dimethylformamide. 14.1 g of methyl bromoacetate are added dropwise. After the exothermic reaction has ceased the mixture is agitated for 1.5 hours at +50° C. another portion of 12.7 g of potassium carbonate is added and the mixture is stirred for 18 hours at +100° C. The precipitate is filtered off from the hot solution and washed with 30 g of hot dimethylformamid... Starting materials: C(C)(C)(C)N1N=CC(=C(C1=O)Cl)N(C)C (2-t-butyl-4-chloro-5-dimethylamino-3(2H)-pyridazinone). Reagents/catalysts: [Pd] (palladium-on-carbon). The solvent is CO (methanol). Conditions: time 48 hour. Product: C(C)(C)(C)N1N=CC(=CC1=O)N(C)C (2-Tert-butyl-5-dimethylamino-3(2H)-pyridazinone). RXN SMILES: [C:1]([N:5]1[C:10](=[O:11])[C:9](Cl)=[C:8]([N:13]([CH3:15])[CH3:14])[CH:7]=[N:6]1)([CH3:4])([CH3:3])[CH3:2]>CO.[Pd]>[C:1]([N:5]1[C:10](=[O:11])[CH:9]=[C:8]([N:13]([CH3:15])[CH3:14])[CH:7]=[N:6]1)([CH3:4])([CH3:3])[CH3:2]. Reported procedure: In methanol (40 ml) was dissolved 2-t-butyl-4-chloro-5-dimethylamino-3(2H)-pyridazinone (4.3 g) followed by addition of 10% palladium-on-carbon (water content 50%) (430 mg), and the mixture was stirred under hydrogen at room temperature for 48 hours. The catalyst was then filtered off and the filtrate was concentrated. To the residue was added saturated aqueous NaHCO3 solution and the mixture was extracted with ethyl acetate. The organic layer was washed with saturated aqueous NaCl solution, dri... Reactants: C(C)(C)(C)OC(=O)N1CC2=CC(=C(C=C2C1)Cl)N1CCOCC1 (5-chloro-6-morpholin-4-yl-1,3-dihydro-isoindole-2-carboxylic acid tert-butyl ester), C(CCC)[Sn](C1CC1)(CCCC)CCCC (tributylcyclopropylstannane). Product: C(C)(C)(C)OC(=O)N1CC2=CC(=C(C=C2C1)C1CC1)N1CCOCC1 (5-Cyclopropyl-6-morpholin-4-yl-1,3-dihydro-isoindole-2-carboxylic acid tert-butyl ester). Reaction SMILES: [C:1]([O:5][C:6]([N:8]1[CH2:16][C:15]2[C:10](=[CH:11][C:12]([N:18]3[CH2:23][CH2:22][O:21][CH2:20][CH2:19]3)=[C:13](Cl)[CH:14]=2)[CH2:9]1)=[O:7])([CH3:4])([CH3:3])[CH3:2].C([Sn](CCCC)(CCCC)[CH:29]1[CH2:31][CH2:30]1)CCC>>[C:1]([O:5][C:6]([N:8]1[CH2:16][C:15]2[C:10](=[CH:11][C:12]([N:18]3[CH2:23][CH2:22][O:21][CH2:20][CH2:19]3)=[C:13]([CH:29]3[CH2:31][CH2:30]3)[CH:14]=2)[CH2:9]1)=[O:7])([CH3:4])([CH3:3])[CH3:2]. Procedure: Prepared in analogy to Example A54(a) from 5-chloro-6-morpholin-4-yl-1,3-dihydro-isoindole-2-carboxylic acid tert-butyl ester (Example A44(a)) and tributylcyclopropylstannane. Yellow solid. MS (m/e): 345.4 ([M+H]+, 100%).